The task is: describe an organic reaction: reactants, conditions, products, and yield. This data is from the Open Reaction Database (ORD), a public repository of structured organic reaction records. Starting materials: CCO, CC(=O)CC1CC1, [Cl-], N#C[K], N, [NH4+], O. Yields the product CC(N)(C#N)CC1CC1. Reaction SMILES: [CH3:14][CH2:15][OH:16].[CH:1]1([CH2:4][C:5]([CH3:6])=[O:7])[CH2:2][CH2:3]1.[Cl-:9].[K:11][C:12]#[N:13].[NH3:8].[NH4+:10].[OH2:17]>>[CH:1]1([CH2:4][C:5]([CH3:6])([NH2:8])[C:12]#[N:13])[CH2:2][CH2:3]1. Reactants: CC=1C=CC2=C(CC(O2)=O)C1 (5-methyl-3H-benzofuran-2-one), [Br-].C(=O)(OCC)C[P+](C1=CC=CC=C1)(C1=CC=CC=C1)C1=CC=CC=C1 ((carbethoxymethyl)triphenylphosphonium bromide), CC=1C=CC2=C(CC(O2)=O)C1 (5-methyl-3H-benzofuran-2-one). Solvent: C=1(C(=CC=CC1)C)C (xylene). Product: C(C)OC(CC=1OC2=C(C1)C=C(C=C2)C)=O ((5-methylbenzofuran-2-yl)acetic acid ethyl ester). RXN SMILES: [CH3:1][C:2]1[CH:3]=[CH:4][C:5]2[O:9][C:8](=O)[CH2:7][C:6]=2[CH:11]=1.[Br-].[C:13]([CH2:18][P+](C1C=CC=CC=1)(C1C=CC=CC=1)C1C=CC=CC=1)([O:15][CH2:16][CH3:17])=[O:14]>C1(C)C(C)=CC=CC=1>[CH2:16]([O:15][C:13](=[O:14])[CH2:18][C:8]1[O:9][C:5]2[CH:4]=[CH:3][C:2]([CH3:1])=[CH:11][C:6]=2[CH:7]=1)[CH3:17] |f:1.2|. Reported procedure: A mixture of the product of Step 2, above (56) (10.81 mmol) and (carbethoxymethyl)triphenylphosphonium bromide (12.0 mmol) in 50 ml of xylene was heated to 155° C. for 20 hours. The reaction was cooled to ambient temperature and concentrated to dryness. The crude residue was chromatographed on silica gel with gradient elution with 5% EtOAc in hexanes to 10% EtOAc in hexanes to obtain the title compound (57). Starting materials: CC(C)(C)OC(=O)N1CCC2(CC1)CN(C1CCc3cc(Br)ccc31)C2, NC(=O)c1ccc(B(O)O)cc1, CC#N, CCOC(C)=O, CC(C)NC(C)C, CC(=O)[O-], CC(=O)[O-], O, [Pd+2]. The product is CC(C)(C)OC(=O)N1CCC2(CC1)CN(C1CCc3cc(-c4ccc(C(N)=O)cc4)ccc31)C2. As a reaction SMILES: [C:1]([CH3:2])([CH3:3])([CH3:4])[O:5][C:6](=[O:7])[N:8]1[CH2:9][CH2:10][C:11]2([CH2:12][N:13]([CH:15]3[CH2:16][CH2:17][c:18]4[cH:19][c:20]([Br:24])[cH:21][cH:22][c:23]43)[CH2:14]2)[CH2:25][CH2:26]1.[C:27]([NH2:28])(=[O:29])[c:30]1[cH:31][cH:32][c:33]([B:36]([OH:37])[OH:38])[cH:34][cH:35]1.[CH3:47][C:48]#[N:49].[CH3:50][CH2:51][O:52][C:53](=[O:54])[CH3:55].[CH:39]([NH:40][CH:41]([CH3:42])[CH3:43])([CH3:44])[CH3:45].[O-:57][C:58]([CH3:59])=[O:60].[O-:61][C:62]([CH3:63])=[O:64].[OH2:46].[Pd+2:56]>>[C:1]([CH3:2])([CH3:3])([CH3:4])[O:5][C:6](=[O:7])[N:8]1[CH2:9][CH2:10][C:11]2([CH2:12][N:13]([CH:15]3[CH2:16][CH2:17][c:18]4[cH:19][c:20](-[c:33]5[cH:32][cH:31][c:30]([C:27]([NH2:28])=[O:29])[cH:35][cH:34]5)[cH:21][cH:22][c:23]43)[CH2:14]2)[CH2:25][CH2:26]1.